Dataset: the Open Reaction Database (ORD), a public repository of structured organic reaction records. Task: describe an organic reaction: reactants, conditions, products, and yield The reactants are Cn1cc(Br)nc(Nc2ccc3c(c2)CCN(C2COC2)C3)c1=O, CC(=O)OCc1c(-c2cc(Nc3ccc(F)cn3)c(=O)n(C)c2)cccc1N1CCn2c(cc3c2CCCC3)C1=O, CC(=O)OCc1c(B2OC(C)(C)C(C)(C)O2)cc(F)cc1N1CCc2c(sc3c2CC(C)(C)C3)C1=O. Yields the product CC(=O)OCc1c(-c2cn(C)c(=O)c(Nc3ccc4c(c3)CCN(C3COC3)C4)n2)cc(F)cc1N1CCc2c(sc3c2CC(C)(C)C3)C1=O. RXN SMILES: [Br:78][c:79]1[n:80][c:81]([NH:87][c:88]2[cH:89][c:90]3[c:95]([cH:96][cH:97]2)[CH2:94][N:93]([CH:98]2[CH2:99][O:100][CH2:101]2)[CH2:92][CH2:91]3)[c:82](=[O:86])[n:83]([CH3:85])[cH:84]1.[C:1]([O:2][CH2:3][c:4]1[c:5]([N:6]2[CH2:7][CH2:8][n:9]3[c:10]4[c:15]([cH:16][c:17]3[C:18]2=[O:19])[CH2:14][CH2:13][CH2:12][CH2:11]4)[cH:20][cH:21][cH:22][c:23]1-[c:24]1[cH:25][c:26]([NH:27][c:28]2[cH:29][cH:30][c:31]([F:32])[cH:33][n:34]2)[c:35](=[O:36])[n:37]([CH3:38])[cH:39]1)(=[O:40])[CH3:41].[C:42]([CH3:43])(=[O:44])[O:45][CH2:46][c:47]1[c:48]([N:63]2[C:64](=[O:77])[c:65]3[s:66][c:67]4[c:71]([c:72]3[CH2:73][CH2:74]2)[CH2:70][C:69]([CH3:75])([CH3:76])[CH2:68]4)[cH:49][c:50]([F:62])[cH:51][c:52]1[B:53]1[O:54][C:55]([CH3:56])([CH3:57])[C:58]([CH3:59])([CH3:60])[O:61]1>>[C:42]([CH3:43])(=[O:44])[O:45][CH2:46][c:47]1[c:48]([N:63]2[C:64](=[O:77])[c:65]3[s:66][c:67]4[c:71]([c:72]3[CH2:73][CH2:74]2)[CH2:70][C:69]([CH3:75])([CH3:76])[CH2:68]4)[cH:49][c:50]([F:62])[cH:51][c:52]1-[c:79]1[n:80][c:81]([NH:87][c:88]2[cH:89][c:90]3[c:95]([cH:96][cH:97]2)[CH2:94][N:93]([CH:98]2[CH2:99][O:100][CH2:101]2)[CH2:92][CH2:91]3)[c:82](=[O:86])[n:83]([CH3:85])[cH:84]1. Reactants: COC(=O)C(N)CCSC, Cl, Cc1ccccc1-c1cc(COCc2cccs2)ccc1C(=O)O. The product is COC(=O)C(CCSC)NC(=O)c1ccc(COCc2cccs2)cc1-c1ccccc1C. RXN SMILES: [CH3:26][O:27][C:28]([CH:29]([NH2:30])[CH2:31][CH2:32][S:33][CH3:34])=[O:35].[ClH:25].[s:1]1[c:2]([CH2:6][O:7][CH2:8][c:9]2[cH:10][c:11](-[c:18]3[c:19]([CH3:24])[cH:20][cH:21][cH:22][cH:23]3)[c:12]([C:13](=[O:14])[OH:15])[cH:16][cH:17]2)[cH:3][cH:4][cH:5]1>>[s:1]1[c:2]([CH2:6][O:7][CH2:8][c:9]2[cH:10][c:11](-[c:18]3[c:19]([CH3:24])[cH:20][cH:21][cH:22][cH:23]3)[c:12]([C:13](=[O:14])[NH:30][CH:29]([C:28]([O:27][CH3:26])=[O:35])[CH2:31][CH2:32][S:33][CH3:34])[cH:16][cH:17]2)[cH:3][cH:4][cH:5]1. Reactants: ClC=1C=NC(=NC1)N1CCC(CC1)NC1CC1 ([1-(5-chloro-pyrimidin-2-yl)-piperidin-4-yl]-cyclopropyl-amine), N1(N=CN=C1)C1=CC=C(C(=O)O)C=C1 (4-[1,2,4]triazol-1-yl-benzoic acid). Procedure: The title compound is prepared from [1-(5-chloro-pyrimidin-2-yl)-piperidin-4-yl]-cyclopropyl-amine and 4-[1,2,4]triazol-1-yl-benzoic acid following a procedure analogous to that described in Example 107. LC (method 19): tR=3.86 min; Mass spectrum (ESI+): m/z=424 [M+H]+. Yields the product ClC=1C=NC(=NC1)N1CCC(CC1)N(C(C1=CC=C(C=C1)N1N=CN=C1)=O)C1CC1 (N-[1-(5-Chloro-pyrimidin-2-yl)-piperidin-4-yl]-N-cyclopropyl-4-[1,2,4]triazol-1-yl-benzamide). As a reaction SMILES: [Cl:1][C:2]1[CH:3]=[N:4][C:5]([N:8]2[CH2:13][CH2:12][CH:11]([NH:14][CH:15]3[CH2:17][CH2:16]3)[CH2:10][CH2:9]2)=[N:6][CH:7]=1.[N:18]1([C:23]2[CH:31]=[CH:30][C:26]([C:27](O)=[O:28])=[CH:25][CH:24]=2)[CH:22]=[N:21][CH:20]=[N:19]1>>[Cl:1][C:2]1[CH:3]=[N:4][C:5]([N:8]2[CH2:13][CH2:12][CH:11]([N:14]([CH:15]3[CH2:17][CH2:16]3)[C:27](=[O:28])[C:26]3[CH:25]=[CH:24][C:23]([N:18]4[CH:22]=[N:21][CH:20]=[N:19]4)=[CH:31][CH:30]=3)[CH2:10][CH2:9]2)=[N:6][CH:7]=1. Starting materials: CN(C=1C=C2C(C(=O)OC2=O)=CC1)C (p-dimethylaminophthalic anhydride), C(C)N(C1=CC=CC=C1)CC (N,N-diethylaniline). Product: C(C)N(C1=CC=C(C(=O)C2=C(C(=O)O)C=CC=C2)C=C1)CC (2 -(4-diethylaminobenzoyl) benzoic acid). Reaction SMILES: CN(C)[C:3]1[CH:4]=[C:5]2[C:10](=[O:11])[O:9][C:7](=[O:8])[C:6]2=[CH:12][CH:13]=1.[CH2:15]([N:17]([CH2:24][CH3:25])[C:18]1[CH:23]=[CH:22][CH:21]=[CH:20][CH:19]=1)[CH3:16]>>[CH2:24]([N:17]([CH2:15][CH3:16])[C:18]1[CH:23]=[CH:22][C:21]([C:10]([C:5]2[CH:4]=[CH:3][CH:13]=[CH:12][C:6]=2[C:7]([OH:9])=[O:8])=[O:11])=[CH:20][CH:19]=1)[CH3:25]. Procedure details: In this example a mol-for-mol combination of phthalic anhydride (I) and N,N-diethylaniline (T) are reacted, as disclosed previously, to yield the keto acid (II). The keto acid is similarly reacted with N-vinyl carbazole to yield the title compound. The title compound imparts a blue-yellow color to paper coated with a phenolic resin or silton clay or a combination of the two. A reflectance spectrum of the blue-yellow color has an absorption peak at 630 nanometers. Starting materials: CS(C)=O, O=C1CCC(=O)N1I, Nc1cccc(N)n1, O. Product: Nc1ccc(I)c(N)n1. As a reaction SMILES: [CH3:18][S:19](=[O:20])[CH3:21].[I:9][N:10]1[C:11](=[O:12])[CH2:13][CH2:14][C:15]1=[O:16].[NH2:1][c:2]1[n:3][c:4]([NH2:8])[cH:5][cH:6][cH:7]1.[OH2:17]>>[NH2:1][c:2]1[n:3][c:4]([NH2:8])[cH:5][cH:6][c:7]1[I:9].